Dataset: the Open Reaction Database (ORD), a public repository of structured organic reaction records. Task: describe an organic reaction: reactants, conditions, products, and yield The reactants are CN1N=C(C=2N=C(N=C(C21)N2C(C2)C)C(C)C)C (1,3-dimethyl-5-isopropyl-7-(2-methylaziridinyl)-1H-pyrazolo[4,3-d]pyrimidine), [I-].[Na+] (sodium iodide). The solvent is CC(=O)C (acetone). The product is C(C)(C)C1=NC2=C(C=3N1CC(N3)C)N(N=C2C)C (7,8-dihydro-5-isopropyl-1,3,8-trimethyl-1H-imidazo[1,2-c]pyrazolo[3,4-e]pyrimidine). Isolated yield 54.4%. As a reaction SMILES: [CH3:1][N:2]1[C:10]2[C:9]([N:11]3[CH2:13][CH:12]3[CH3:14])=[N:8][C:7]([CH:15]([CH3:17])[CH3:16])=[N:6][C:5]=2[C:4]([CH3:18])=[N:3]1.[I-].[Na+]>CC(C)=O>[CH:15]([C:7]1[N:8]2[CH2:14][CH:12]([CH3:13])[N:11]=[C:9]2[C:10]2[N:2]([CH3:1])[N:3]=[C:4]([CH3:18])[C:5]=2[N:6]=1)([CH3:16])[CH3:17] |f:1.2|. Procedure: The aziridine (6.7 g, 0.027 mol) in 100 ml of acetone is refluxed two hours with 4.5 g (0.03 mol) of sodium iodide and the mixture is evaporated in vacuo. The residue is partitioned in 100 ml of methylene dichloride and 50 ml of saturated sodium bicarbonate solution. The organic layer is separated, dried over magnesium sulfate, and evaporated in vacuo. The oil is crystallized from pet ether to give 3.6 g (54%) mp 96°-97° C. of 7,8-dihydro-5-isopropyl-1,3,8-trimethyl-1H-imidazo[1,2-c]pyrazolo[3,4... The reactants are Cl (hydrochloric acid), Pd on-BaSO4, N([C@@H](C(C)C)C(=O)N[C@@H](C(C)C)C(=O)OC)C(=O)OCC1=CC=CC=C1 (Z-Val-Val-OMe). Run in CO (methanol). Yields the product N[C@@H](C(C)C)C(=O)N[C@@H](C(C)C)C(=O)OC.Cl (H-Val-Val-OMe.HCl). As a reaction SMILES: [NH:1](C(OCC1C=CC=CC=1)=O)[C@H:2]([C:6]([NH:8][C@H:9]([C:13]([O:15][CH3:16])=[O:14])[CH:10]([CH3:12])[CH3:11])=[O:7])[CH:3]([CH3:5])[CH3:4].[ClH:27]>CO>[NH2:1][C@H:2]([C:6]([NH:8][C@H:9]([C:13]([O:15][CH3:16])=[O:14])[CH:10]([CH3:11])[CH3:12])=[O:7])[CH:3]([CH3:5])[CH3:4].[ClH:27] |f:3.4|. Procedure: 30 g of Z-Val-Val-OMe (prepared as in Chem. Ber. 103, 788-798 (1970)) are dissolved in 250 ml of methanol and subjected to catalytic hydrogenation at pH 4 after adding methanolic hydrochloric acid and Pd-on-BaSO4. When the reaction is complete, the catalyst is filtered off and the filtrate is concentrated. The resulting oil is triturated with ether. The substance crystallizes after a little time. It is filtered off and rinsed with ether. The substance is hygroscopic and is dried over P2O5 in vac...